This data is from the Open Reaction Database (ORD), a public repository of structured organic reaction records. The task is: describe an organic reaction: reactants, conditions, products, and yield Reactants: COC(=O)C=1OC2=CC=CC=C2C(C1)=O (chromone-2-carboxylic acid methyl ester), C1(=CC=CC=C1)S(=O)(=O)N=C=O (benzenesulfonyl isocyanate). Solvent: C(C)#N (acetonitrile). Run at time 24 hour. Product: C1(=CC=CC=C1)S(=O)(=O)N=C1C=C(OC2=CC=CC=C12)C(=O)OC (4-[Benzenesulfonylimino]-4H-chromene-2-carboxylic acid, methyl ester). RXN SMILES: [CH3:1][O:2][C:3]([C:5]1[O:6][C:7]2[C:12]([C:13](=O)[CH:14]=1)=[CH:11][CH:10]=[CH:9][CH:8]=2)=[O:4].[C:16]1([S:22]([N:25]=C=O)(=[O:24])=[O:23])[CH:21]=[CH:20][CH:19]=[CH:18][CH:17]=1>C(#N)C>[C:16]1([S:22]([N:25]=[C:13]2[C:12]3[C:7](=[CH:8][CH:9]=[CH:10][CH:11]=3)[O:6][C:5]([C:3]([O:2][CH3:1])=[O:4])=[CH:14]2)(=[O:24])=[O:23])[CH:21]=[CH:20][CH:19]=[CH:18][CH:17]=1. Reported procedure: Combine chromone-2-carboxylic acid methyl ester (0.341 g, 1.66 mmol) and benzenesulfonyl isocyanate (0.365 g, 1.88 mmol) in acetonitrile (5.0 mL) and reflux. After 24 hours, quench the reaction with methanol (1 mL). Concentrate in vacuo and triturate with hexane. Filter to obtain a paste. Recrystallize the paste from methanol to obtain a solid. Recrystallize from methanol to give the title compound as a solid: mp; 144°-146° C. The reactants are O1CCN(CC1)C[C@@H]1C[C@@H](CC1)NC(OC(C)(C)C)=O (Tert-butyl (1R,3S)-3-(morpholinomethyl)cyclopentylcarbamate), FC(C(=O)O)(F)F (trifluoroacetic acid), O1CCN(CC1)CC1CC(CC1)N (3-(morpholinomethyl)cyclopentanamine). The product is O1CCN(CC1)C[C@@H]1C[C@@H](CC1)N ((1R,3S)-3-(morpholinomethyl)cyclopentanamine). RXN SMILES: [O:1]1[CH2:6][CH2:5][N:4]([CH2:7][C@H:8]2[CH2:12][CH2:11][C@@H:10]([NH:13]C(=O)OC(C)(C)C)[CH2:9]2)[CH2:3][CH2:2]1.FC(F)(F)C(O)=O.O1CCN(CC2CCC(N)C2)CC1>>[O:1]1[CH2:2][CH2:3][N:4]([CH2:7][C@H:8]2[CH2:12][CH2:11][C@@H:10]([NH2:13])[CH2:9]2)[CH2:5][CH2:6]1. Procedure: Tert-butyl (1R,3S)-3-(morpholinomethyl)cyclopentylcarbamate (Step 4, 0.6) was treated with trifluoroacetic acid (2 ml) and the obtained compound of 3-(morpholinomethyl)cyclopentanamine was used directly for synthesizing final compounds given in example section without further purification.